From a dataset of the Open Reaction Database (ORD), a public repository of structured organic reaction records. describe an organic reaction: reactants, conditions, products, and yield Reaction SMILES: [C:1]1([CH2:7][O:8][C:9]2[C:14]([O:15][CH2:16][C:17]3[CH:22]=[CH:21][CH:20]=[CH:19][CH:18]=3)=[CH:13][N:12]=[C:11]([CH2:23][OH:24])[CH:10]=2)[CH:6]=[CH:5][CH:4]=[CH:3][CH:2]=1>CC(C)=O.[O-2].[O-2].[Mn+4]>[C:1]1([CH2:7][O:8][C:9]2[C:14]([O:15][CH2:16][C:17]3[CH:18]=[CH:19][CH:20]=[CH:21][CH:22]=3)=[CH:13][N:12]=[C:11]([CH:23]=[O:24])[CH:10]=2)[CH:2]=[CH:3][CH:4]=[CH:5][CH:6]=1 |f:2.3.4|. Run at time 8 hour. The reagents and catalysts are [O-2].[O-2].[Mn+4] (manganese dioxide). Run in CC(=O)C (acetone). Product: C1(=CC=CC=C1)COC1=CC(=NC=C1OCC1=CC=CC=C1)C=O (4,5-Bis(phenylmethoxy)-2-pyridinecarboxaldehyde). Procedure details: To a solution of 0.54 g (1.7 mmol) of 4,5-bis(phenylmethoxy)-2-pyridinemethanol in 15 ml of acetone was added 1.5 mg (17 mmol) of manganese dioxide and the mixture was stirred overnight at room temperature. The mixture was then filtered over a silica gel column (70-250 mesh), and the aldehyde eluated with acetone. Evaporation of the eluent and trituration of the residue with petroleum ether furnished 0.3 g of the title compound, melting point 104.3° C. The yield is 55.3%. Reactants: C1(=CC=CC=C1)COC1=CC(=NC=C1OCC1=CC=CC=C1)CO (4,5-bis(phenylmethoxy)-2-pyridinemethanol). Reactants: COc1cc(Br)cc(C)c1N, CCOC(C)=O, CCC1CCCCN1c1cccc2nc(Cl)n(C)c12. Yields the product CCC1CCCCN1c1cccc2nc(Nc3c(C)cc(Br)cc3OC)n(C)c12. RXN SMILES: [Br:20][c:21]1[cH:22][c:23]([O:29][CH3:30])[c:24]([NH2:25])[c:26]([CH3:28])[cH:27]1.[CH3:31][CH2:32][O:33][C:34](=[O:35])[CH3:36].[Cl:1][c:2]1[n:3][c:4]2[c:5]([n:6]1[CH3:7])[c:8]([N:12]1[CH:13]([CH2:18][CH3:19])[CH2:14][CH2:15][CH2:16][CH2:17]1)[cH:9][cH:10][cH:11]2>>[c:2]1([NH:25][c:24]2[c:23]([O:29][CH3:30])[cH:22][c:21]([Br:20])[cH:27][c:26]2[CH3:28])[n:3][c:4]2[c:5]([n:6]1[CH3:7])[c:8]([N:12]1[CH:13]([CH2:18][CH3:19])[CH2:14][CH2:15][CH2:16][CH2:17]1)[cH:9][cH:10][cH:11]2.